From a dataset of the Open Reaction Database (ORD), a public repository of structured organic reaction records. describe an organic reaction: reactants, conditions, products, and yield Reactants: CNC1CCCCC1NC, Cc1ccccc1, [Cu]I, Nc1ccccc1I, [K+], [K+], [K+], O=P([O-])([O-])[O-], c1ccc2[nH]ccc2c1. The product is Nc1ccccc1-n1ccc2ccccc21. Reaction SMILES: [CH3:26][NH:27][CH:28]1[CH2:29][CH2:30][CH2:31][CH2:32][CH:33]1[NH:34][CH3:35].[CH3:38][c:39]1[cH:40][cH:41][cH:42][cH:43][cH:44]1.[Cu:36][I:37].[I:10][c:11]1[c:12]([NH2:13])[cH:14][cH:15][cH:16][cH:17]1.[K+:23].[K+:24].[K+:25].[P:18]([O-:19])([O-:20])([O-:21])=[O:22].[nH:1]1[cH:2][cH:3][c:4]2[cH:5][cH:6][cH:7][cH:8][c:9]12>>[n:1]1(-[c:11]2[c:12]([NH2:13])[cH:14][cH:15][cH:16][cH:17]2)[cH:2][cH:3][c:4]2[cH:5][cH:6][cH:7][cH:8][c:9]12.